This data is from the Open Reaction Database (ORD), a public repository of structured organic reaction records. The task is: describe an organic reaction: reactants, conditions, products, and yield Reactants: Cl.O[C@@H]1CNCC1 ((S)-3-hydroxy-pyrrolidine hydrochloride), [OH-].[Na+] (sodium hydroxide), [OH-].[Na+] (sodium hydroxide), ClC(=O)OCC1=CC=CC=C1 (benzyl chloroformate). Solvent: O (water). Run at time 16 hour. The product is O[C@H]1CN(CC1)C(=O)OCC1=CC=CC=C1 (benzyl (R)-3-hydroxy-pyrrolidine-1-carboxylate). As a reaction SMILES: Cl.[OH:2][C@H:3]1[CH2:7][CH2:6][NH:5][CH2:4]1.[OH-].[Na+].Cl[C:11]([O:13][CH2:14][C:15]1[CH:20]=[CH:19][CH:18]=[CH:17][CH:16]=1)=[O:12]>O>[OH:2][C@@H:3]1[CH2:7][CH2:6][N:5]([C:11]([O:13][CH2:14][C:15]2[CH:20]=[CH:19][CH:18]=[CH:17][CH:16]=2)=[O:12])[CH2:4]1 |f:0.1,2.3|. Procedure: The pH of a solution of 6.18 g of (S)-3-hydroxy-pyrrolidine hydrochloride in 175 ml of water was adjusted to 10 with 10% sodium hydroxide solution and cooled to 0°-5° C. 7.1 ml of benzyl chloroformate were added dropwise within 30 minutes under argon, with the pH of the solution being held between 9.5 and 11.5 by the dropwise addition of 10% sodium hydroxide solution. After completion of the addition the suspension was stirred at room temperature for 16 hours. The suspension was extracted with e...